Dataset: the Open Reaction Database (ORD), a public repository of structured organic reaction records. Task: describe an organic reaction: reactants, conditions, products, and yield Reactants: O=C([O-])[O-], CCc1cc(O)c(F)c(C(=Nc2ccc(Br)c(CNC(=O)OC(C)(C)C)c2)C(=NC(=O)OC)SC)c1, CN(C)CCCl, CCOC(C)=O, Cl, [K+], [K+], CN(C)C=O, O. Yields the product CCc1cc(OCCN(C)C)c(F)c(C(=Nc2ccc(Br)c(CNC(=O)OC(C)(C)C)c2)C(=NC(=O)OC)SC)c1. Reaction SMILES: [C:42](=[O:43])([O-:44])[O-:45].[CH3:1][O:2][C:3]([N:4]=[C:5]([C:6]([c:7]1[c:8]([F:16])[c:9]([OH:15])[cH:10][c:11]([CH2:13][CH3:14])[cH:12]1)=[N:17][c:18]1[cH:19][c:20]([CH2:25][NH:26][C:27](=[O:28])[O:29][C:30]([CH3:31])([CH3:32])[CH3:33])[c:21]([Br:24])[cH:22][cH:23]1)[S:34][CH3:35])=[O:36].[CH3:49][N:50]([CH2:51][CH2:52][Cl:53])[CH3:54].[CH3:56][CH2:57][O:58][C:59](=[O:60])[CH3:61].[ClH:48].[K+:46].[K+:47].[O:37]=[CH:38][N:39]([CH3:40])[CH3:41].[OH2:55]>>[CH3:1][O:2][C:3]([N:4]=[C:5]([C:6]([c:7]1[c:8]([F:16])[c:9]([O:15][CH2:52][CH2:51][N:50]([CH3:49])[CH3:54])[cH:10][c:11]([CH2:13][CH3:14])[cH:12]1)=[N:17][c:18]1[cH:19][c:20]([CH2:25][NH:26][C:27](=[O:28])[O:29][C:30]([CH3:31])([CH3:32])[CH3:33])[c:21]([Br:24])[cH:22][cH:23]1)[S:34][CH3:35])=[O:36]. As a reaction SMILES: [Br:1][c:2]1[cH:3][c:4]([C:22]([CH3:23])([CH3:24])[OH:25])[cH:5][c:6]([CH2:8][N:9]([CH3:10])[CH2:11][c:12]2[cH:13][cH:14][c:15]([C:18]([CH3:19])([CH3:20])[CH3:21])[cH:16][cH:17]2)[cH:7]1.[Na+:32].[OH-:31].[P:26]([Cl:27])([Cl:28])([Cl:29])=[O:30].[cH:33]1[cH:34][cH:35][n:36][cH:37][cH:38]1>>[Br:1][c:2]1[cH:3][c:4]([C:22](=[CH2:23])[CH3:24])[cH:5][c:6]([CH2:8][N:9]([CH3:10])[CH2:11][c:12]2[cH:13][cH:14][c:15]([C:18]([CH3:19])([CH3:20])[CH3:21])[cH:16][cH:17]2)[cH:7]1. Product: C=C(C)c1cc(Br)cc(CN(C)Cc2ccc(C(C)(C)C)cc2)c1. Reactants: CN(Cc1ccc(C(C)(C)C)cc1)Cc1cc(Br)cc(C(C)(C)O)c1, [Na+], [OH-], O=P(Cl)(Cl)Cl, c1ccncc1. The reactants are O=C([O-])O, CCN=C=NCCCN(C)C, COC(=O)C1CCC(C(=O)O)CC1, CNCCN(C)C, ClC(Cl)Cl, Cl, [Na+], On1nnc2ccccc21. Product: COC(=O)C1CCC(C(=O)N(C)CCN(C)C)CC1. RXN SMILES: [C:43](=[O:44])([O-:45])[OH:46].[CH2:25]([N:26]=[C:27]=[N:28][CH2:29][CH2:30][CH2:31][N:32]([CH3:33])[CH3:34])[CH3:35].[CH3:1][O:2][C:3](=[O:4])[CH:5]1[CH2:6][CH2:7][CH:8]([C:11](=[O:12])[OH:13])[CH2:9][CH2:10]1.[CH3:36][N:37]([CH2:38][CH2:39][NH:40][CH3:41])[CH3:42].[CH:48]([Cl:49])([Cl:50])[Cl:51].[ClH:24].[Na+:47].[OH:14][n:15]1[c:16]2[cH:17][cH:18][cH:19][cH:20][c:21]2[n:22][n:23]1>>[CH3:1][O:2][C:3](=[O:4])[CH:5]1[CH2:6][CH2:7][CH:8]([C:11](=[O:13])[N:40]([CH2:39][CH2:38][N:37]([CH3:36])[CH3:42])[CH3:41])[CH2:9][CH2:10]1. Starting materials: C=CCC1(NCc2ccc(OC)cc2)CCC(=O)CC1, ClCCl, OCCc1c[nH]c2ccc(F)cc12, [Na+], [OH-], O=S(=O)(O)C(F)(F)F. The product is C=CCC1(NCc2ccc(OC)cc2)CCC2(CC1)OCCc1c2[nH]c2ccc(F)cc12. Reaction SMILES: [CH2:9]([CH:10]=[CH2:11])[C:12]1([NH:19][CH2:20][c:21]2[cH:22][cH:23][c:24]([O:27][CH3:28])[cH:25][cH:26]2)[CH2:13][CH2:14][C:15](=[O:18])[CH2:16][CH2:17]1.[Cl:44][CH2:45][Cl:46].[F:29][c:30]1[cH:31][c:32]2[c:33]([CH2:39][CH2:40][OH:41])[cH:34][nH:35][c:36]2[cH:37][cH:38]1.[Na+:43].[OH-:42].[OH:1][S:2]([C:3]([F:4])([F:5])[F:6])(=[O:7])=[O:8]>>[CH2:9]([CH:10]=[CH2:11])[C:12]1([NH:19][CH2:20][c:21]2[cH:22][cH:23][c:24]([O:27][CH3:28])[cH:25][cH:26]2)[CH2:13][CH2:14][C:15]2([CH2:16][CH2:17]1)[O:18][CH2:40][CH2:39][c:33]1[c:32]3[cH:31][c:30]([F:29])[cH:38][cH:37][c:36]3[nH:35][c:34]12. Starting materials: C(C)C1=NC(=NO1)C1=C(N=C(S1)NC(CC)=O)C1=CC=CC=C1 (N-[5-(5-Ethyl-[1,2,4]oxadiazol-3-yl)-4-phenyl-thiazol-2-yl]-propionamide), Cl (HCl), C(=O)(O)[O-].[Na+] (NaHCO3). The solvent is CO (MeOH). Yields the product C(C)C1=NC(=NO1)C1=C(N=C(S1)N)C1=CC=CC=C1 (5-(5-Ethyl-[1,2,4]oxadiazol-3-yl)-4-phenyl-thiazol-2-ylamine). Isolated yield 91.0%. RXN SMILES: [CH2:1]([C:3]1[O:7][N:6]=[C:5]([C:8]2[S:12][C:11]([NH:13]C(=O)CC)=[N:10][C:9]=2[C:18]2[CH:23]=[CH:22][CH:21]=[CH:20][CH:19]=2)[N:4]=1)[CH3:2].Cl.C([O-])(O)=O.[Na+]>CO>[CH2:1]([C:3]1[O:7][N:6]=[C:5]([C:8]2[S:12][C:11]([NH2:13])=[N:10][C:9]=2[C:18]2[CH:23]=[CH:22][CH:21]=[CH:20][CH:19]=2)[N:4]=1)[CH3:2] |f:2.3|. Procedure: N-[5-(5-Ethyl-[1,2,4]oxadiazol-3-yl)-4-phenyl-thiazol-2-yl]-propionamide (1.02 g, 3.1 mmol) was suspended in MeOH (40 mL), konc. HCl(aq) was added and the reaction mixture was heated at refluc for 2 h. Saturated aqueous NaHCO3 (100 mL) was added to the reaction mixture. The aqueous phase was extracted with ethyl acetate (2×75 mL). The organic phase was dried with MgSO4 and the solvent was evaporated to yield white solid. Yield: 91%. Starting materials: C(C)OC(C[C@H](NC(CN1C([C@H](CC1)CCC1=NC=2NCCCC2C=C1)=O)=O)C1=CC2=C(CCO2)C=C1)=O (3(S)-(2,3-Dihydro-benzofuran-6-yl)-3-(2-{2-oxo-3(S)-[2-(5,6,7,8-tetrahydro-[1,8]naphthyridin-2-yl)-ethyl]-pyrrolidin-1-yl}-acetylamino)-propionic acid ethyl ester), [Li+].[OH-] (LiOH). Solvent: CCO.O (EtOH H2O). Run at time 4 hour. The product is O1CCC2=C1C=C(C=C2)[C@H](CC(=O)O)NC(CN2C([C@H](CC2)CCC2=NC=1NCCCC1C=C2)=O)=O (3(S)-(2,3-Dihydro-benzofuran-6-yl)-3-(2-{2-oxo-3(S)-[2-(5,6,7,8-tetrahydro-[1,8]naphthyridin-2-yl)-ethyl]-pyrrolidin-1-yl}-acetylamino)-propionic acid), bis-trifluoroacetate. RXN SMILES: C([O:3][C:4](=[O:38])[CH2:5][C@@H:6]([C:29]1[CH:37]=[CH:36][C:32]2[CH2:33][CH2:34][O:35][C:31]=2[CH:30]=1)[NH:7][C:8](=[O:28])[CH2:9][N:10]1[CH2:14][CH2:13][C@H:12]([CH2:15][CH2:16][C:17]2[CH:26]=[CH:25][C:24]3[CH2:23][CH2:22][CH2:21][NH:20][C:19]=3[N:18]=2)[C:11]1=[O:27])C.[Li+].[OH-]>CCO.O>[O:35]1[C:31]2[CH:30]=[C:29]([C@@H:6]([NH:7][C:8](=[O:28])[CH2:9][N:10]3[CH2:14][CH2:13][C@H:12]([CH2:15][CH2:16][C:17]4[CH:26]=[CH:25][C:24]5[CH2:23][CH2:22][CH2:21][NH:20][C:19]=5[N:18]=4)[C:11]3=[O:27])[CH2:5][C:4]([OH:38])=[O:3])[CH:37]=[CH:36][C:32]=2[CH2:33][CH2:34]1 |f:1.2,3.4|. Reported procedure: A solution of the ester 15-7 (0.038 g, 0.073 mmol) in EtOH/H2O (4.5 mL/0.5 mL) was treated with LiOH (0.009 g, 0.365 mmol) and the homogeneous solution stirred at room temperature for 4 h. The solution was concentrated to a solid residue which was dissolved in H2O and purified by preparative HPLC (gradient conditions: 95:05 to 50:50 H2O/MeCN with 0.1% TFA) to give the acid 15-8 as a white solid (as the bis-trifluoroacetate salt). Reactants: N#Cc1cc(S(=O)(=O)Cl)ccc1F, ClCCl, Nc1ccc(F)cn1, c1ccncc1. Product: N#Cc1cc(S(=O)(=O)Nc2ccc(F)cn2)ccc1F. As a reaction SMILES: [C:1](#[N:2])[c:3]1[cH:4][c:5]([S:10](=[O:11])(=[O:12])[Cl:13])[cH:6][cH:7][c:8]1[F:9].[Cl:28][CH2:29][Cl:30].[F:14][c:15]1[cH:16][cH:17][c:18]([NH2:21])[n:19][cH:20]1.[cH:22]1[cH:23][cH:24][n:25][cH:26][cH:27]1>>[C:1](#[N:2])[c:3]1[cH:4][c:5]([S:10](=[O:11])(=[O:12])[NH:21][c:18]2[cH:17][cH:16][c:15]([F:14])[cH:20][n:19]2)[cH:6][cH:7][c:8]1[F:9]. The reactants are OC1(C(=CC(C1)=O)C=1C=C(C=CC1)C)C1=CC=NC=C1 (4-hydroxy-4-pyridine-4-yl-3-m-tolyl-cyclopent-2-en-1-one), OC1(C(=CC(C1)=O)C1=CC=NC=C1)C=1C=C(C=CC1)C (4-hydroxy-3-pyridine-4-y1-4-m-toly1-cyclopent-2-en-1-one), CN(C)C1=NC=CC=C1 (dimethylamino pyridine), C(C)(=O)OC(C)=O (acetic anhydride). Run in C(Cl)Cl (methylene chloride). Conditions: time 1 hour. The product is C(C)(=O)OC1(C(=CC(C1)=O)C1=CC=NC=C1)C=1C=C(C=CC1)C (4-acetoxy-3-pyridine-4-yl-4-m-tolyl-cyclopent-2-en-1-one). As a reaction SMILES: O[C:2]1([C:15]2[CH:20]=[CH:19][N:18]=[CH:17][CH:16]=2)[CH2:6][C:5](=[O:7])[CH:4]=[C:3]1[C:8]1[CH:9]=[C:10]([CH3:14])[CH:11]=[CH:12][CH:13]=1.OC1(C2C=C(C)C=CC=2)CC(=O)C=C1C1C=CN=CC=1.CN(C1C=CC=CN=1)C.[C:50]([O:53]C(=O)C)(=[O:52])[CH3:51]>C(Cl)Cl>[C:50]([O:53][C:3]1([C:8]2[CH:9]=[C:10]([CH3:14])[CH:11]=[CH:12][CH:13]=2)[CH2:4][C:5](=[O:7])[CH:6]=[C:2]1[C:15]1[CH:20]=[CH:19][N:18]=[CH:17][CH:16]=1)(=[O:52])[CH3:51]. Procedure details: To a solution of 4-hydroxy-4-pyridine-4-yl-3-m-tolyl-cyclopent-2-en-1-one, and it's regioisomer 4-hydroxy-3-pyridine-4-y1-4-m-toly1-cyclopent-2-en-1-one prepared as described in Example 8, Step E (265 mg, 1.0 mmole) in methylene chloride (5 mL) was added dimethylamino pyridine (183 mg, 1.5 mmole) and acetic anhydride (0.12 mL, 1.2 mmole) at r.t. The reaction mixture was stirred at that temperature for 1 hr before quenching the reaction with 1 mL of methanol. Concentration and purification (silic... Starting materials: ice water, ClC1=C(C=C(C=C1)[N+](=O)[O-])OC (2-chloro-5-nitroanisole), [OH-].[K+] (KOH), N1C=NC=C1 (imidazole). Run in CS(=O)C (DMSO). The product is COC1=C(C=CC(=C1)[N+](=O)[O-])N1C=NC=C1 (1-(2-Methoxy-4-nitrophenyl)-1H-imidazole). The yield is 64.2%. RXN SMILES: Cl[C:2]1[CH:7]=[CH:6][C:5]([N+:8]([O-:10])=[O:9])=[CH:4][C:3]=1[O:11][CH3:12].[OH-].[K+].[NH:15]1[CH:19]=[CH:18][N:17]=[CH:16]1>CS(C)=O>[CH3:12][O:11][C:3]1[CH:4]=[C:5]([N+:8]([O-:10])=[O:9])[CH:6]=[CH:7][C:2]=1[N:15]1[CH:19]=[CH:18][N:17]=[CH:16]1 |f:1.2|. Procedure details: A solution of 2-chloro-5-nitroanisole (1.0 g, 5.33 mmol), KOH (0.438 g, 7.81 mmol) and imidazole (1.45 g, 21.3 mmol) in DMSO (5 mL) was heated to 80° C. for three hours. The reaction mixture was poured into ice water. The precipitate was collected and washed with water to afford the title compound (0.75 g, 64%). 1H NMR (CDCl3): δ8.84 (1H, s), 8.07 (2H, m), 7.66 (1H, d), 7.55 (1H, s), 7.44 (1H, s), 4.09 (3H, s); LC-MS: m/z 220.07 (M+H)+